Dataset: the Open Reaction Database (ORD), a public repository of structured organic reaction records. Task: describe an organic reaction: reactants, conditions, products, and yield Starting materials: COC(=O)C12CCC(CC1)(CC2)C(NC=2C(N(C(N(C2N)CCC)=O)CCC)=O)=O (4-(6-Amino-2,4-dioxo-1,3-dipropyl-1,2,3,4-tetrahydropyrimidin-5-ylcarbamoyl)bicyclo[2.2.2]octane-1-carboxylic acid methyl ester), [OH-].[K+] (Potassium hydroxide). Solvent: C(C)(C)O (isopropanol). Yields the product COC(=O)C12CCC(CC1)(CC2)C2=NC=1N(C(N(C(C1N2)=O)CCC)=O)CCC (4-(2,6-Dioxo-1,3-dipropyl-2,3,6,7-tetrahydro-1H-purin-8-yl) bicyclo[2.2.2]octane-1-carboxylic acid methyl ester). RXN SMILES: [CH3:1][O:2][C:3]([C:5]12[CH2:12][CH2:11][C:8]([C:13](=O)[NH:14][C:15]3[C:16](=[O:29])[N:17]([CH2:26][CH2:27][CH3:28])[C:18](=[O:25])[N:19]([CH2:22][CH2:23][CH3:24])[C:20]=3[NH2:21])([CH2:9][CH2:10]1)[CH2:7][CH2:6]2)=[O:4].[OH-].[K+]>C(O)(C)C>[CH3:1][O:2][C:3]([C:5]12[CH2:12][CH2:11][C:8]([C:13]3[NH:14][C:15]4[C:16](=[O:29])[N:17]([CH2:26][CH2:27][CH3:28])[C:18](=[O:25])[N:19]([CH2:22][CH2:23][CH3:24])[C:20]=4[N:21]=3)([CH2:9][CH2:10]1)[CH2:7][CH2:6]2)=[O:4] |f:1.2|. Procedure details: 4-(6-Amino-2,4-dioxo-1,3-dipropyl-1,2,3,4-tetrahydropyrimidin-5-ylcarbamoyl)bicyclo[2.2.2]octane-1-carboxylic acid methyl ester (VII, Example 83a, 1 wt) and isopropanol (4.76 vol) are mixed and stirred under nitrogen. Potassium hydroxide (2M, 4.76 vol) is added. The title compound is formed but not isolated. Starting materials: C(C)Br (Ethyl bromide), FC=1C=C(C[C@H]2CNCC2)C=CC1 (3-(R)-(3-fluorobenzyl)pyrrolidine), FC=1C=C(C[C@H]2CNCC2)C=CC1 (3-(R)-(3-fluorobenzyl)pyrrolidine), C([O-])([O-])=O.[K+].[K+] (potassium carbonate). The solvent is C(C)#N (acetonitrile), C(C)(=O)OCC (ethyl acetate). Reaction conditions: time 2.5 hour. Yields the product C(C)N1C[C@@H](CC1)CC1=CC(=CC=C1)F ((R)-1-ethyl-3-(3-fluorobenzyl)pyrrolidine). Yield: 57.6%. As a reaction SMILES: [CH2:1](Br)[CH3:2].[F:4][C:5]1[CH:6]=[C:7]([CH:14]=[CH:15][CH:16]=1)[CH2:8][C@@H:9]1[CH2:13][CH2:12][NH:11][CH2:10]1.C(=O)([O-])[O-].[K+].[K+]>C(#N)C.C(OCC)(=O)C>[CH2:1]([N:11]1[CH2:12][CH2:13][C@@H:9]([CH2:8][C:7]2[CH:14]=[CH:15][CH:16]=[C:5]([F:4])[CH:6]=2)[CH2:10]1)[CH3:2] |f:2.3.4|. Reported procedure: Ethyl bromide (0.22 g) was added to a suspension of 3-(R)-(3-fluorobenzyl)pyrrolidine (Intermediate 98, 0.36 g) and potassium carbonate (0.55 g) in acetonitrile and the mixture was stirred at room temperature for 2.5 hours. The mixture was diluted with ethyl acetate, filtered and the filtrate was evaporated to dryness. The residue was triturated with DCM, the solvent was decanted off and evaporated to dryness to give (R)-1-ethyl-3-(3-fluorobenzyl)pyrrolidine (0.24 g) as an oil. The reactants are C1(CCCC1)[Si](OC)(OC)OC (cyclopentyl trimethoxysilane), C1(CCCCC1)O (cyclohexanol). Reagents/catalysts: C[O-].[Na+] (sodium methoxide). Product: C1(CCCCC1)O[Si](OC)(OC)C1CCCC1 (cyclohexyloxy cyclopentyl dimethoxysilane). Isolated yield 83.3%. RXN SMILES: [CH:1]1([Si:6]([O:11][CH3:12])([O:9][CH3:10])[O:7][CH3:8])[CH2:5][CH2:4][CH2:3][CH2:2]1.[CH:13]1(O)[CH2:18][CH2:17]C[CH2:15][CH2:14]1>C[O-].[Na+]>[CH:10]1([O:9][Si:6]([CH:1]2[CH2:2][CH2:3][CH2:4][CH2:5]2)([O:11][CH3:12])[O:7][CH3:8])[CH2:17][CH2:18][CH2:13][CH2:14][CH2:15]1 |f:2.3|. Reported procedure: The procedures of Example 2 were repeated with the exception that 10.0 g (0.0526 mole) of cyclopentyl trimethoxysilane, 85.1 mg (1.58 m mole) of sodium methoxide, and 52.7 g (0.526 mole) of cyclohexanol in place of sec-butyl alcohol were used and the reaction time was one and a half hours. Then, 11.3 g (0.0438 mole) of cyclohexyloxy cyclopentyl dimethoxysilane were obtained. Its structure was confirmed as in Example 1. FIGS. 3 and 4 are the charts of 1H-NMR and IR, respectively. The yield was 83... Reactants: Cl, COc1cccc(-c2cccc3c2OC(CN=[N+]=[N-])C3)c1. Yields the product COc1cccc(-c2cccc3c2OC(CN)C3)c1. As a reaction SMILES: [ClH:22].[N:1](=[N+:2]=[N-:3])[CH2:4][CH:5]1[O:6][c:7]2[c:8]([cH:10][cH:11][cH:12][c:13]2-[c:14]2[cH:15][c:16]([O:20][CH3:21])[cH:17][cH:18][cH:19]2)[CH2:9]1>>[NH2:1][CH2:4][CH:5]1[O:6][c:7]2[c:8]([cH:10][cH:11][cH:12][c:13]2-[c:14]2[cH:15][c:16]([O:20][CH3:21])[cH:17][cH:18][cH:19]2)[CH2:9]1. The reactants are COCC1CO1, CCOC(=O)c1c2ccc(CC(=O)NO)ccc-2c(C(=O)OCC)c1N, [Na]. Product: CCOC(=O)c1c2ccc(CC(=O)NOCC(O)COC)ccc-2c(C(=O)OCC)c1N. RXN SMILES: [CH3:28][O:29][CH2:30][CH:31]1[O:32][CH2:33]1.[NH2:2][c:3]1[c:4]([C:23](=[O:24])[O:25][CH2:26][CH3:27])[c:5]2[cH:6][cH:7][c:8]([CH2:18][C:19]([NH:20][OH:21])=[O:22])[cH:9][cH:10][c:11]-2[c:12]1[C:13](=[O:14])[O:15][CH2:16][CH3:17].[Na:1]>>[NH2:2][c:3]1[c:4]([C:23](=[O:24])[O:25][CH2:26][CH3:27])[c:5]2[cH:6][cH:7][c:8]([CH2:18][C:19]([NH:20][O:21][CH2:33][CH:31]([CH2:30][O:29][CH3:28])[OH:32])=[O:22])[cH:9][cH:10][c:11]-2[c:12]1[C:13](=[O:14])[O:15][CH2:16][CH3:17]. The reactants are solution, ClCl (chlorine), CC(C(C(C(=O)OCC1=CC=C(C=C1)[N+](=O)[O-])N1C(C(C1SC)C(C)OC(=O)OCC1=CC=C(C=C1)[N+](=O)[O-])=O)=O)(C)C.[N+](=O)([O-])C1=CC=C(C(=O)[O-])C=C1 (p-nitrobenzyl 4,4-dimethyl-2-[4-methylthio-3-(1-(p-nitrobenzyloxycarbonyloxy)-ethyl)-2-oxoazetidinyl]-3-oxo-pentanoate p-nitrobenzoate). The solvent is C(Cl)(Cl)(Cl)Cl (carbon tetrachloride), C(Cl)Cl (methylene chloride), C(Cl)Cl (CH2Cl2). Run at temperature -60 celsius, time 2 hour. The product is ClC1C(C(N1C(C(=O)OCC1=CC=C(C=C1)[N+](=O)[O-])C(C(C)(C)C)=O)=O)C(C)OC(=O)OCC1=CC=C(C=C1)[N+](=O)[O-] (p-Nitrobenzyl 2-[4-chloro-3-(1-(p-nitrobenzyloxycarbonyloxy)-ethyl)-2-oxoazetidinyl]-4,4-dimethyl-3-oxo-pentanoate). Reaction SMILES: [Cl:1]Cl.[CH3:3][C:4]([CH3:45])([CH3:44])[C:5](=[O:43])[CH:6]([N:20]1[CH:23](SC)[CH:22]([CH:26]([O:28][C:29]([O:31][CH2:32][C:33]2[CH:38]=[CH:37][C:36]([N+:39]([O-:41])=[O:40])=[CH:35][CH:34]=2)=[O:30])[CH3:27])[C:21]1=[O:42])[C:7]([O:9][CH2:10][C:11]1[CH:16]=[CH:15][C:14]([N+:17]([O-:19])=[O:18])=[CH:13][CH:12]=1)=[O:8].[N+](C1C=CC(C([O-])=O)=CC=1)([O-])=O>C(Cl)(Cl)(Cl)Cl.C(Cl)Cl>[Cl:1][CH:23]1[N:20]([CH:6]([C:5](=[O:43])[C:4]([CH3:45])([CH3:44])[CH3:3])[C:7]([O:9][CH2:10][C:11]2[CH:16]=[CH:15][C:14]([N+:17]([O-:19])=[O:18])=[CH:13][CH:12]=2)=[O:8])[C:21](=[O:42])[CH:22]1[CH:26]([O:28][C:29]([O:31][CH2:32][C:33]1[CH:38]=[CH:37][C:36]([N+:39]([O-:41])=[O:40])=[CH:35][CH:34]=1)=[O:30])[CH3:27] |f:1.2|. Procedure: 660 μl of a solution of chlorine in carbon tetrachloride containing 850 mg in 10 ml are added at -60° C. to a solution of 244 mg (0.395 mmol) of p-nitrobenzyl 4,4-dimethyl-2-[4-methylthio-3-(1-(p-nitrobenzyloxycarbonyloxy)-ethyl)-2-oxoazetidinyl]-3-oxo-pentanoate-p-nitrobenzoate in 16 ml of methylene chloride. The weakly yellow solution is stirred at -60° C. during the course of 2 hours and the solvent is removed in vacuo, 236 mg of a colorless non-crystalline solid being obtained. IR spectrum i... Reactants: C1(CC1)C(O)C1=C(C=C(C=C1F)OCC1=CC=C(C=C1)OC)F (cyclopropyl{2,6-difluoro-4-[(4-methoxybenzyl)oxy]phenyl}methanol), O(C)[N+]1(CCOCC1)[O-] (4-methoxylmorpholine N-oxide). The reagents and catalysts are CCC[N+](CCC)(CCC)CCC.[O-][Ru](=O)(=O)=O (TPAP). Solvent: C(Cl)Cl (DCM). Conditions: time 20 minute. The product is C1(CC1)C(=O)C1=C(C=C(C=C1F)OCC1=CC=C(C=C1)OC)F (cyclopropyl{2,6-difluoro-4-[(4-methoxybenzyl)oxy]phenyl}methanone). Yield: 83.8%. As a reaction SMILES: [CH:1]1([CH:4]([C:6]2[C:11]([F:12])=[CH:10][C:9]([O:13][CH2:14][C:15]3[CH:20]=[CH:19][C:18]([O:21][CH3:22])=[CH:17][CH:16]=3)=[CH:8][C:7]=2[F:23])[OH:5])[CH2:3][CH2:2]1.O([N+]1([O-])CCOCC1)C>C(Cl)Cl.CCC[N+](CCC)(CCC)CCC.[O-][Ru](=O)(=O)=O>[CH:1]1([C:4]([C:6]2[C:7]([F:23])=[CH:8][C:9]([O:13][CH2:14][C:15]3[CH:16]=[CH:17][C:18]([O:21][CH3:22])=[CH:19][CH:20]=3)=[CH:10][C:11]=2[F:12])=[O:5])[CH2:3][CH2:2]1 |f:3.4|. Reported procedure: To a solution of cyclopropyl{2,6-difluoro-4-[(4-methoxybenzyl)oxy]phenyl}methanol (860 mg, 2.73 mmol) in DCM (137 mL) cooled to 0° C. via ice water bath was added 4-methoxylmorpholine N-oxide (481 mg, 4.10 mmol) followed by TPAP (96 mg, 0.27 mmol) and the resulting mixture was stirred for 20 minutes. The mixture was directly loaded onto a silica gel column (80 g, ISCO, eluting with a gradient of 10-30% ethyl acetate hexane) and purified to afford the title compound (728 mg, 85%). LC/MS 319 (M+H)...